This data is from the Open Reaction Database (ORD), a public repository of structured organic reaction records. The task is: describe an organic reaction: reactants, conditions, products, and yield Reactants: CCOC(C)=O, CCCCCC, Cc1ccc(C)c2c1OC(=O)C2c1ccc(C(C)C)cc1. Yields the product Cc1ccc(C)c(C(CO)c2ccc(C(C)C)cc2)c1O. RXN SMILES: [C:22]([O:23][CH2:24][CH3:25])(=[O:26])[CH3:27].[CH3:28][CH2:29][CH2:30][CH2:31][CH2:32][CH3:33].[CH:1]([CH3:2])([CH3:3])[c:4]1[cH:5][cH:6][c:7]([CH:10]2[C:11](=[O:21])[O:12][c:13]3[c:14]2[c:15]([CH3:20])[cH:16][cH:17][c:18]3[CH3:19])[cH:8][cH:9]1>>[CH:1]([CH3:2])([CH3:3])[c:4]1[cH:5][cH:6][c:7]([CH:10]([CH2:11][OH:21])[c:14]2[c:13]([OH:12])[c:18]([CH3:19])[cH:17][cH:16][c:15]2[CH3:20])[cH:8][cH:9]1. Starting materials: N1=CC=C(C=C1)CNC1=C(C(=O)NOCC=2C=C(C(=O)O)C=CC2)C=CC=C1 (3-{2-[(Pyridin-4-ylmethyl)-amino]-benzoylaminooxymethyl}-benzoic acid), NCCN1CCCC1 (N-(2-aminoethyl)pyrrolidine). The product is N1(CCCC1)CCNC(=O)C=1C=C(CONC(C2=C(C=CC=C2)NCC2=CC=NC=C2)=O)C=CC1 (N-[3-(2-pyrrolidin-1-yl-ethylcarbamoyl)-benzyloxy]-2-[(pyridin-4-ylmethyl)-amino]-benzamide). RXN SMILES: [N:1]1[CH:6]=[CH:5][C:4]([CH2:7][NH:8][C:9]2[CH:28]=[CH:27][CH:26]=[CH:25][C:10]=2[C:11]([NH:13][O:14][CH2:15][C:16]2[CH:17]=[C:18]([CH:22]=[CH:23][CH:24]=2)[C:19](O)=[O:20])=[O:12])=[CH:3][CH:2]=1.[NH2:29][CH2:30][CH2:31][N:32]1[CH2:36][CH2:35][CH2:34][CH2:33]1>>[N:32]1([CH2:31][CH2:30][NH:29][C:19]([C:18]2[CH:17]=[C:16]([CH:24]=[CH:23][CH:22]=2)[CH2:15][O:14][NH:13][C:11](=[O:12])[C:10]2[CH:25]=[CH:26][CH:27]=[CH:28][C:9]=2[NH:8][CH2:7][C:4]2[CH:3]=[CH:2][N:1]=[CH:6][CH:5]=2)=[O:20])[CH2:36][CH2:35][CH2:34][CH2:33]1. Procedure: Prepared by a similar procedure as described for preparation of example 405. Starting materials: 3-{2-[(Pyridin-4-ylmethyl)-amino]-benzoylaminooxymethyl}-benzoic acid (see example 403) and N-(2-aminoethyl)pyrrolidine (Aldrich). The solvent is C(C)O (ethanol). Reaction SMILES: ClC1C=CC(C2N=C(N3C=CN=C3C)OC=2CCCCO[C:18]2[CH:27]=[CH:26][C:21]([C:22]([O:24]C)=[O:23])=[CH:20][CH:19]=2)=CC=1.O1CCCC1.[OH-].[Na+]>C(O)C>[C:22]([OH:24])(=[O:23])[C:21]1[CH:26]=[CH:27][CH:18]=[CH:19][CH:20]=1 |f:2.3|. Starting materials: ClC1=CC=C(C=C1)C=1N=C(OC1CCCCOC1=CC=C(C(=O)OC)C=C1)N1C(=NC=C1)C (methyl 4-[4-[4-(4-chlorophenyl)-2-(2-methyl-1-imidazolyl)-5-oxazolyl]butoxy]benzoate), O1CCCC1 (tetrahydrofuran), aqueous solution, [OH-].[Na+] (sodium hydroxide). Procedure details: To a mixture of methyl 4-[4-[4-(4-chlorophenyl)-2-(2-methyl-1-imidazolyl)-5-oxazolyl]butoxy]benzoate (1.86 g), tetrahydrofuran (20 ml) and ethanol (10 ml) was added 15 ml of a 1 N aqueous solution of sodium hydroxide, and the resulting mixture was stirred at 60-65° C. for 3 hours. The reaction mixture was concentrated and then diluted with a 10% aqueous solution of citric acid, and the resulting precipitate was filtered, washed with water and air-dried to give crystals of 4-[4-(4-chlorophenyl)-2... Product: C(C1=CC=CC=C1)(=O)O (benzoic acid). Reaction conditions: temperature 62.5 celsius, time 3 hour. The reactants are Cl.O(C)N (Methoxylamine hydrochloride), NC1=NC(=C(C2=C1N=C(N2CCCC(C)=O)CCC)C)C (5-(4-amino-6,7-dimethyl-2-propyl-1H-imidazo[4,5-c]pyridine-1-yl)pentan-2-one). Solvent: CO (methanol). Run at time 15 minute. Yields the product CON=C(C)CCCN1C(=NC=2C(=NC(=C(C21)C)C)N)CCC (5-(4-amino-6,7-dimethyl-2-propyl-1H-imidazo[4,5-c]pyridine-1-yl)pentan-2-one O-methyloxime). The yield is 52.5%. Reaction SMILES: Cl.[O:2]([NH2:4])[CH3:3].[NH2:5][C:6]1[C:11]2[N:12]=[C:13]([CH2:21][CH2:22][CH3:23])[N:14]([CH2:15][CH2:16][CH2:17][C:18](=O)[CH3:19])[C:10]=2[C:9]([CH3:24])=[C:8]([CH3:25])[N:7]=1>CO>[CH3:3][O:2][N:4]=[C:18]([CH2:17][CH2:16][CH2:15][N:14]1[C:10]2[C:9]([CH3:24])=[C:8]([CH3:25])[N:7]=[C:6]([NH2:5])[C:11]=2[N:12]=[C:13]1[CH2:21][CH2:22][CH3:23])[CH3:19] |f:0.1|. Procedure details: Methoxylamine hydrochloride (0.57 g, 6.8 mmol) was added to a solution of 5-(4-amino-6,7-dimethyl-2-propyl-1H-imidazo[4,5-c]pyridine-1-yl)pentan-2-one (1.31 g, 4.5 mmol) in methanol (30 mL) and stirred for 15 minutes. The reaction mixture was concentrated under reduced pressure, dissolved in dichloromethane (150 mL), washed with saturated aqueous sodium bicarbonate, dried over sodium sulfate and concentrated under reduced pressure to afford 1.33 g of crude material. The crude material was purifi... The reactants are CCN(C(C)C)C(C)C, ClCCl, Cl, Cl, CCOC(=O)C=Cc1cnc(NC2CCCNC2)cn1, O=C(Cl)Cc1ccccc1. Yields the product CCOC(=O)C=Cc1cnc(NC2CCCN(C(=O)Cc3ccccc3)C2)cn1. RXN SMILES: [CH:23]([N:24]([CH2:25][CH3:26])[CH:27]([CH3:28])[CH3:29])([CH3:30])[CH3:31].[Cl:42][CH2:43][Cl:44].[ClH:1].[ClH:2].[NH:3]1[CH2:4][CH:5]([NH:9][c:10]2[n:11][cH:12][c:13]([CH:16]=[CH:17][C:18](=[O:19])[O:20][CH2:21][CH3:22])[n:14][cH:15]2)[CH2:6][CH2:7][CH2:8]1.[c:32]1([CH2:38][C:39](=[O:40])[Cl:41])[cH:33][cH:34][cH:35][cH:36][cH:37]1>>[N:3]1([C:39]([CH2:38][c:32]2[cH:33][cH:34][cH:35][cH:36][cH:37]2)=[O:40])[CH2:4][CH:5]([NH:9][c:10]2[n:11][cH:12][c:13]([CH:16]=[CH:17][C:18](=[O:19])[O:20][CH2:21][CH3:22])[n:14][cH:15]2)[CH2:6][CH2:7][CH2:8]1. Reactants: NC1=NC=C(C(=C1)C)C(=O)O (2-amino-5-carboxy-4-methylpyridine), C1(=CC=CC=C1)CO (benzene-methanol), C[Si](C)(C)C=[N+]=[N-] ((trimethylsilyl)diazomethane). Product: NC1=NC=C(C(=C1)C)C(=O)OC (2-Amino-5-methoxycarbonyl-4-methylpyridine). Reaction SMILES: [NH2:1][C:2]1[CH:7]=[C:6]([CH3:8])[C:5]([C:9]([OH:11])=[O:10])=[CH:4][N:3]=1.[C:12]1(CO)C=CC=CC=1.C[Si](C=[N+]=[N-])(C)C>>[NH2:1][C:2]1[CH:7]=[C:6]([CH3:8])[C:5]([C:9]([O:11][CH3:12])=[O:10])=[CH:4][N:3]=1. Reported procedure: A mixture of 2-amino-5-carboxy-4-methylpyridine (100 mg, 0.657 mmol) in 7:3 benzene-methanol (4 mL) was treated with (trimethylsilyl)diazomethane (2M solution in hexanes, 0.33 mL, 0.66 mmol). The mixture was evaporated and the residue chromatographed on silica gel eluting with 25% acetone/hexane to afford pure title compound; yield 88 mg (81%). Reactants: [N+](=O)([O-])C1=CC=C(OCCN2CCC(CC2)OC2=CC=C(C=C2)[N+](=O)[O-])C=C1 (N-2-(4-Nitrophenoxy)ethyl-4-(4-nitrophenoxy)piperidine). The reagents and catalysts are [Pd] (Pd/C). The solvent is C1CCOC1.CO (THF MeOH). The product is NC1=CC=C(OCCN2CCC(CC2)OC2=CC=C(C=C2)N)C=C1 (N-2-(4-aminophenoxy)ethyl-4-(4-aminophenoxy)piperidine). The yield is 76.6%. Reaction SMILES: [N+:1]([C:4]1[CH:28]=[CH:27][C:7]([O:8][CH2:9][CH2:10][N:11]2[CH2:16][CH2:15][CH:14]([O:17][C:18]3[CH:23]=[CH:22][C:21]([N+:24]([O-])=O)=[CH:20][CH:19]=3)[CH2:13][CH2:12]2)=[CH:6][CH:5]=1)([O-])=O>C1COCC1.CO.[Pd]>[NH2:1][C:4]1[CH:5]=[CH:6][C:7]([O:8][CH2:9][CH2:10][N:11]2[CH2:12][CH2:13][CH:14]([O:17][C:18]3[CH:19]=[CH:20][C:21]([NH2:24])=[CH:22][CH:23]=3)[CH2:15][CH2:16]2)=[CH:27][CH:28]=1 |f:1.2|. Procedure details: N-2-(4-Nitrophenoxy)ethyl-4-(4-nitrophenoxy)piperidine (1.50 g, 3.87 mmol) was hydrogenated in THF/MeOH (1:1, 60 mL) at 50 psi over 10% Pd/C (0.5 g) for 16 hours. The mixture was filtered through solka floc and the filtrate was concentrated. Purification by flash chromatography (8% MeOH/CHCl3) gave 0.97 g (80%) of N-2-(4-aminophenoxy)ethyl-4-(4-aminophenoxy)piperidine as a yellow oil. 1H NMR (DMSO-d6): δ 6.65 (d, 4H), 6.50 (d, 4H), 4.60 (br s, 4H), 4.05 (m, 1H), 3.90 (t, 2H), 2.78 (m, 2H), 2.60 ... Reactants: [K+], [K+], Nc1c(Nc2cccnc2)c(=O)c1=O, O=C([O-])[O-], O=C(NCn1nnc2ccccc21)c1ccc(Cl)cc1. Product: O=C(NCNc1c(Nc2cccnc2)c(=O)c1=O)c1ccc(Cl)cc1. As a reaction SMILES: [K+:35].[K+:36].[NH2:1][c:2]1[c:3](=[O:14])[c:4](=[O:13])[c:5]1[NH:6][c:7]1[cH:8][n:9][cH:10][cH:11][cH:12]1.[O-:37][C:38]([O-:39])=[O:40].[n:15]1([CH2:24][NH:25][C:26]([c:27]2[cH:28][cH:29][c:30]([Cl:33])[cH:31][cH:32]2)=[O:34])[c:16]2[cH:17][cH:18][cH:19][cH:20][c:21]2[n:22][n:23]1>>[NH:1]([c:2]1[c:3](=[O:14])[c:4](=[O:13])[c:5]1[NH:6][c:7]1[cH:8][n:9][cH:10][cH:11][cH:12]1)[CH2:24][NH:25][C:26]([c:27]1[cH:28][cH:29][c:30]([Cl:33])[cH:31][cH:32]1)=[O:34]. The reactants are Br/C=C/CCOCc1ccccc1, ClC(c1ccccc1)C. Reagents/catalysts: [Na+].[I-], Cl[Ni]Cl.COCCOC, C1(C2(C3=N[C@H](c4ccccc4C5)[C@H]5O3)CC2)=N[C@H]6[C@H](Cc7ccccc76)O1. Solvent: CC(N(C)C)=O. Conditions: temperature 0 celsius, time 3.25 hour. Product: C[C@@H](/C=C/CCOCc1ccccc1)c1ccccc1. The yield is 75.0%. Starting materials: COC(C1=C(C=CC(=C1)N)OC)=O (5-amino-2-methoxybenzoic acid methyl ester), NC1=CC(=NC2=CC=CN=C12)C (4-Amino-2-methyl-[1,5]-naphthyridine), C(=O)(N1C=NC=C1)N1C=NC=C1 (1,1′-carbonyl diimidazole), 4-N,N-dimethylaminopyridine. The solvent is CN(C)C=O (DMF), CN(C)C=O (DMF), C(C)(=O)OCC (ethyl acetate). Conditions: temperature 100 celsius, time 16 hour. The product is COC(C1=C(C=CC(=C1)NC(=O)NC1=CC(=NC2=CC=CN=C12)C)OC)=O (2-Methoxy-5-[3-(2-methyl-[1,5]-naphthyridin-4-yl)ureido]benzoic Acid Methyl Ester). Yield: 49.7%. As a reaction SMILES: [NH2:1][C:2]1[C:11]2[C:6](=[CH:7][CH:8]=[CH:9][N:10]=2)[N:5]=[C:4]([CH3:12])[CH:3]=1.[C:13]([N:20]1[CH:24]=[CH:23]N=C1)(N1C=CN=C1)=[O:14].[CH3:25][O:26][C:27](=[O:37])[C:28]1C=C(N)[CH:31]=[CH:30][C:29]=1[O:35][CH3:36]>CN(C=O)C.C(OCC)(=O)C>[CH3:25][O:26][C:27](=[O:37])[C:28]1[CH:23]=[C:24]([NH:20][C:13]([NH:1][C:2]2[C:11]3[C:6](=[CH:7][CH:8]=[CH:9][N:10]=3)[N:5]=[C:4]([CH3:12])[CH:3]=2)=[O:14])[CH:31]=[CH:30][C:29]=1[O:35][CH3:36]. Reported procedure: D2 (0.51 g) was added in portions over 10 min to a solution of 1,1′-carbonyl diimidazole (0.536 g) and 4-N,N-dimethylaminopyridine (0.004 g) in DMF (10 ml). The resulting solution was stirred for 16 h, 5-amino-2-methoxybenzoic acid methyl ester (0.577 g) added in DMF (2 ml) and the mixture heated at 100° C. for 2 h. The mixture was diluted with ethyl acetate and washed with water (×2) and brine, dried (Na2SO4) and solvent removed at reduced pressure. The pale pink solid was triturated with DCM t...